This data is from the Open Reaction Database (ORD), a public repository of structured organic reaction records. The task is: describe an organic reaction: reactants, conditions, products, and yield Reactants: [I-].OC=1C=C(C=CC1)[C@H](C)[N+]([C@@H](C)C1=CC=CC=C1)(C)C ((S)-1-(3-hydroxyphenyl)-N,N-dimethyl-N—((S)-1-phenylethyl)ethanaminium iodide), [I-].OC=1C=C(C=CC1)[C@H](C)[N+]([C@@H](C)C1=CC=CC=C1)(C)C ((S)-1-(3-hydroxyphenyl)-N,N-dimethyl-N—((S)-1-phenylethyl)ethanaminium iodide), CO (methanol), C([O-])([O-])=O.[K+].[K+] (potassium carbonate), C(C)N(C(=O)Cl)C (ethyl(methyl)carbamic chloride). Solvent: C(CO)O (macrogol 400). Reaction conditions: temperature 60 celsius. Yields the product [I-].C(C)N(C(=O)OC=1C=C(C=CC1)[C@H](C)[N+]([C@@H](C)C1=CC=CC=C1)(C)C)C ((S)-1-(3-(ethyl(methyl)carbamoyloxy)phenyl)-N,N-dimethyl-N—((S)-1-phenylethyl)ethanaminium iodide). RXN SMILES: [I-:1].[OH:2][C:3]1[CH:4]=[C:5]([C@@H:9]([N+:11]([CH3:21])([CH3:20])[C@H:12]([C:14]2[CH:19]=[CH:18][CH:17]=[CH:16][CH:15]=2)[CH3:13])[CH3:10])[CH:6]=[CH:7][CH:8]=1.CO.C(=O)([O-])[O-].[K+].[K+].[CH2:30]([N:32]([CH3:36])[C:33](Cl)=[O:34])[CH3:31]>C(O)CO>[I-:1].[CH2:30]([N:32]([CH3:36])[C:33]([O:2][C:3]1[CH:4]=[C:5]([C@@H:9]([N+:11]([CH3:21])([CH3:20])[C@H:12]([C:14]2[CH:19]=[CH:18][CH:17]=[CH:16][CH:15]=2)[CH3:13])[CH3:10])[CH:6]=[CH:7][CH:8]=1)=[O:34])[CH3:31] |f:0.1,3.4.5,8.9|. Procedure details: Mix 7.9 g (0.02 mol) of (S)-1-(3-hydroxyphenyl)-N,N-dimethyl-N—((S)-1-phenylethyl)ethanaminium iodide (formula VIII) with 100 ml of methanol, 4.1 g (0.03 mol) of potassium carbonate, 3.6 g (0.03 mol) ethyl(methyl)carbamic chloride and 0.1 g of macrogol 400 at room temperature, heat it to 60° C. and react it for 12 hours. After it is cooled to room temperature, filter it and reduce the pressure to recover the solvent and receive 9.0 g of red-brown liquid to be directly used in the next reaction. Reactants: CSc1nc2ccc(Cl)cc2c2nc(-c3ccco3)nn12, N, [NH4+], [OH-]. Yields the product N=c1[nH]c2ccc(Cl)cc2c2nc(-c3ccco3)nn12. RXN SMILES: [Cl:2][c:3]1[cH:4][c:5]2[c:6]3[n:7]([c:8]([S:13][CH3:14])[n:9][c:10]2[cH:11][cH:12]1)[n:15][c:16](-[c:18]1[o:19][cH:20][cH:21][cH:22]1)[n:17]3.[NH3:1].[NH4+:23].[OH-:24]>>[NH:1]=[c:8]1[n:7]2[c:6]([c:5]3[cH:4][c:3]([Cl:2])[cH:12][cH:11][c:10]3[nH:9]1)[n:17][c:16](-[c:18]1[o:19][cH:20][cH:21][cH:22]1)[n:15]2. The reactants are [OH-].[Na+] (sodium hydroxide), ClC1=CC=C(C2=CC=CC=C12)[N+](=O)[O-] (1-Chloro-4-nitronaphthalene), C(C)NCC12CCCN2CCC1 (5-ethylaminomethyl-1-azabicyclo[3.3.0]octane), [I-].[Na+] (sodium iodide). Solvent: N1=CC=CC=C1 (pyridine). Yields the product N12CCCC2(CCC1)CN(CC)C1=CC=C(C2=CC=CC=C12)[N+](=O)[O-] (1-[N-(1-Azabicyclo[3.3.0]octan-5-yl )methyl-N-ethylamino]-4-nitronaphthalene). The yield is 30.6%. Reaction SMILES: Cl[C:2]1[C:11]2[C:6](=[CH:7][CH:8]=[CH:9][CH:10]=2)[C:5]([N+:12]([O-:14])=[O:13])=[CH:4][CH:3]=1.[CH2:15]([NH:17][CH2:18][C:19]12[CH2:26][CH2:25][CH2:24][N:23]1[CH2:22][CH2:21][CH2:20]2)[CH3:16].[I-].[Na+].[OH-].[Na+]>N1C=CC=CC=1>[N:23]12[CH2:24][CH2:25][CH2:26][C:19]1([CH2:18][N:17]([C:2]1[C:11]3[C:6](=[CH:7][CH:8]=[CH:9][CH:10]=3)[C:5]([N+:12]([O-:14])=[O:13])=[CH:4][CH:3]=1)[CH2:15][CH3:16])[CH2:20][CH2:21][CH2:22]2 |f:2.3,4.5|. Reported procedure: 1-Chloro-4-nitronaphthalene (2.00 g, 9.63 mmol), 5-ethylaminomethyl-1-azabicyclo[3.3.0]octane (3.24 g, 19.3 mmol) and sodium iodide (580 mg) were added into anhydrous pyridine (20.0 ml) to react the mixture in a sealed tube for 20 hours at 190° C. After addition of aqueous sodium hydroxide solution subsequent to concentration in vacuo, the reaction mixture was extracted by ethyl acetate, dried over anhydrous sodium sulfate, concentrated in vacuo, and purified by column chromatography to afford t...